This data is from the Open Reaction Database (ORD), a public repository of structured organic reaction records. The task is: describe an organic reaction: reactants, conditions, products, and yield The reactants are BrCC1CC1, CS(C)=O, N#CC1(c2ccccc2)CCC(O)(c2ccc(F)cc2)CC1, [K+], [OH-], O. The product is N#CC1(c2ccccc2)CCC(OCC2CC2)(c2ccc(F)cc2)CC1. Reaction SMILES: [Br:25][CH2:26][CH:27]1[CH2:28][CH2:29]1.[CH3:31][S:32](=[O:33])[CH3:34].[F:1][c:2]1[cH:3][cH:4][c:5]([C:8]2([OH:22])[CH2:9][CH2:10][C:11]([C:14]#[N:15])([c:16]3[cH:17][cH:18][cH:19][cH:20][cH:21]3)[CH2:12][CH2:13]2)[cH:6][cH:7]1.[K+:24].[OH-:23].[OH2:30]>>[F:1][c:2]1[cH:3][cH:4][c:5]([C:8]2([O:22][CH2:26][CH:27]3[CH2:28][CH2:29]3)[CH2:9][CH2:10][C:11]([C:14]#[N:15])([c:16]3[cH:17][cH:18][cH:19][cH:20][cH:21]3)[CH2:12][CH2:13]2)[cH:6][cH:7]1. The reactants are O.C([O-])(O)=O.[Na+] (sodium bicarbonate water), CI (Methyl iodide), FC1=CC=C(C=C1)[C@H]([C@@H](C)O)N1C(/C(/CCC1)=C/C1=CC(=C(C=C1)N1C=NC(=C1)C)OC)=O ((E)-1-(1-(4-fluorophenyl)-(1R,2R)-2-hydroxy propyl)-3-(3-methoxy-4-(4-methyl-1H-imidazol-1-yl)benzylidene)piperidin-2-one), [H-].[Na+] (sodium hydride). Solvent: C(C)(=O)OCC (ethyl acetate), C1CCOC1 (THF). Conditions: time 30 minute. Product: FC1=CC=C(C=C1)[C@H]([C@@H](C)OC)N1C(/C(/CCC1)=C/C1=CC(=C(C=C1)N1C=NC(=C1)C)OC)=O ((E)-1-[1-(4-fluorophenyl)-(1R,2R)-2-methoxypropyl]-3-[3-methoxy-4-(4-methyl-1H-imidazol-1-yl)benzylidene]piperidin-2-one). As a reaction SMILES: [F:1][C:2]1[CH:7]=[CH:6][C:5]([C@@H:8]([N:12]2[CH2:17][CH2:16][CH2:15]/[C:14](=[CH:18]\[C:19]3[CH:24]=[CH:23][C:22]([N:25]4[CH:29]=[C:28]([CH3:30])[N:27]=[CH:26]4)=[C:21]([O:31][CH3:32])[CH:20]=3)/[C:13]2=[O:33])[C@H:9]([OH:11])[CH3:10])=[CH:4][CH:3]=1.[H-].[Na+].CI.O.[C:39](=O)(O)[O-].[Na+]>C(OCC)(=O)C.C1COCC1>[F:1][C:2]1[CH:7]=[CH:6][C:5]([C@@H:8]([N:12]2[CH2:17][CH2:16][CH2:15]/[C:14](=[CH:18]\[C:19]3[CH:24]=[CH:23][C:22]([N:25]4[CH:29]=[C:28]([CH3:30])[N:27]=[CH:26]4)=[C:21]([O:31][CH3:32])[CH:20]=3)/[C:13]2=[O:33])[C@H:9]([O:11][CH3:39])[CH3:10])=[CH:4][CH:3]=1 |f:1.2,4.5.6|. Procedure details: To a THF (1 mL) solution of (E)-1-(1-(4-fluorophenyl)-(1R,2R)-2-hydroxy propyl)-3-(3-methoxy-4-(4-methyl-1H-imidazol-1-yl)benzylidene)piperidin-2-one (4 mg) obtained in Example 1119, sodium hydride (40% mineral oil content, 0.5 mg) was added, and the reaction solution was agitated at room temperature for 30 minutes. Methyl iodide (2 mg) was added to the reaction solution, and the reaction solution was agitated at room temperature for 2 hours. Saturated sodium bicarbonate water and ethyl acetate ... Reactants: ClC(=O)OCC(C)C (isobutyl chloroformate), SCC(C(=O)NC=1C(=C(C(=O)O)C=CC1)C)CC1=CC=CC=C1 (3-[(2-Mercaptomethyl-3-phenylpropionyl)amino]-2-methylbenzoic acid), compound, Cl (hydrochloric acid). The solvent is O1CCCC1 (tetrahydrofuran), C(O)([O-])=O.[Na+] (sodium hydrogen carbonate), O1CCCC1 (tetrahydrofuran). The product is C(C(C)C)OC(=O)SCC(C(=O)NC=1C(=C(C(=O)O)C=CC1)C)CC1=CC=CC=C1 (3-[(2-isobutyloxycarbonylthiomethyl-3-phenylpropionyl)amino]-2-methylbenzoic acid). Isolated yield 36.0%. As a reaction SMILES: [SH:1][CH2:2][CH:3]([CH2:17][C:18]1[CH:23]=[CH:22][CH:21]=[CH:20][CH:19]=1)[C:4]([NH:6][C:7]1[C:8]([CH3:16])=[C:9]([CH:13]=[CH:14][CH:15]=1)[C:10]([OH:12])=[O:11])=[O:5].Cl[C:25]([O:27][CH2:28][CH:29]([CH3:31])[CH3:30])=[O:26].Cl>C(=O)([O-])O.[Na+].O1CCCC1>[CH2:28]([O:27][C:25]([S:1][CH2:2][CH:3]([CH2:17][C:18]1[CH:23]=[CH:22][CH:21]=[CH:20][CH:19]=1)[C:4]([NH:6][C:7]1[C:8]([CH3:16])=[C:9]([CH:13]=[CH:14][CH:15]=1)[C:10]([OH:12])=[O:11])=[O:5])=[O:26])[CH:29]([CH3:31])[CH3:30] |f:3.4|. Reported procedure: 3-[(2-Mercaptomethyl-3-phenylpropionyl)amino]-2-methylbenzoic acid (compound of Example 7) (0.66 g) is dissolved in a mixture of saturated aqueous sodium hydrogen carbonate solution and tetrahydrofuran (1 ml), and to the mixture is added a solution of isobutyl chloroformate (0.33 g) in tetrahydrofuran (5 ml) with stirring under ice cooling, and the mixture is stirred under ice cooling for 30 minutes and further at room temperature for one hour. The reaction mixture is acidified with 4N hydrochlo... The reactants are N1=CC=C(C=C1)C=1SC=C(N1)C(=O)O (2-(4-pyridyl)thiazole-4-carboxylic acid), N[C@H](CN1N=C(C=C1)C1=CC(=C(C#N)C=C1)Cl)C ((S)-4-(1-(2-aminopropyl)-1H-pyrazol-3-yl)-2-chlorobenzonitrile). The product is ClC=1C=C(C=CC1C#N)C1=NN(C=C1)C[C@H](C)NC(=O)C=1N=C(SC1)C1=CC=NC=C1 ((S)—N-(1-(3-(3-chloro-4-cyanophenyl)-1H-pyrazol-1-yl)propan-2-yl)-2-(pyridin-4-yl)thiazole-4-carboxamide). Yield: 47.5%. RXN SMILES: [N:1]1[CH:6]=[CH:5][C:4]([C:7]2[S:8][CH:9]=[C:10]([C:12]([OH:14])=O)[N:11]=2)=[CH:3][CH:2]=1.[NH2:15][C@@H:16]([CH3:32])[CH2:17][N:18]1[CH:22]=[CH:21][C:20]([C:23]2[CH:30]=[CH:29][C:26]([C:27]#[N:28])=[C:25]([Cl:31])[CH:24]=2)=[N:19]1>>[Cl:31][C:25]1[CH:24]=[C:23]([C:20]2[CH:21]=[CH:22][N:18]([CH2:17][C@@H:16]([NH:15][C:12]([C:10]3[N:11]=[C:7]([C:4]4[CH:3]=[CH:2][N:1]=[CH:6][CH:5]=4)[S:8][CH:9]=3)=[O:14])[CH3:32])[N:19]=2)[CH:30]=[CH:29][C:26]=1[C:27]#[N:28]. Procedure: (S)—N-(1-(3-(3-chloro-4-cyanophenyl)-1H-pyrazol-1-yl)propan-2-yl)-2-(pyridin-4-yl)thiazole-4-carboxamide was prepared using the method of Example 34(d) starting from 2-(4-pyridyl)thiazole-4-carboxylic acid (0.190 g, 0.921 mmol) and (S)-4-(1-(2-aminopropyl)-1H-pyrazol-3-yl)-2-chlorobenzonitrile (0.2 g, 0.767 mmol). The product triturated using diethyl ether. Yield 47.5%. 1H-NMR (400 MHz; MeOD): δ 1.33 (d, 3H), 4.40 (dd, 1H), 4.47 (dd, 1H), 4.60-4.65 (m, 1H), 6.77 (d, 1H), 7.63 (d, 1H), 7.74 (d, 1...